From a dataset of the Open Reaction Database (ORD), a public repository of structured organic reaction records. describe an organic reaction: reactants, conditions, products, and yield The reactants are CCS(=O)(=O)O, CC(C)=O, CCCCCC, CCO, Cc1nc(-c2ccc(OCCCCCOc3ccc(C(=N)NO)cc3)cc2)c(C(C)C)s1. The product is CCS(=O)(=O)O, Cc1nc(-c2ccc(OCCCCCOc3ccc(C(=N)NO)cc3)cc2)c(C(C)C)s1. As a reaction SMILES: [CH3:33][CH2:34][S:35]([OH:36])(=[O:37])=[O:38].[CH3:39][C:40](=[O:41])[CH3:42].[CH3:43][CH2:44][CH2:45][CH2:46][CH2:47][CH3:48].[CH3:49][CH2:50][OH:51].[OH:1][NH:2][C:3]([c:4]1[cH:5][cH:6][c:7]([O:10][CH2:11][CH2:12][CH2:13][CH2:14][CH2:15][O:16][c:17]2[cH:18][cH:19][c:20](-[c:23]3[n:24][c:25]([CH3:31])[s:26][c:27]3[CH:28]([CH3:29])[CH3:30])[cH:21][cH:22]2)[cH:8][cH:9]1)=[NH:32]>>[CH3:33][CH2:34][S:35](=[O:36])(=[O:37])[OH:38].[OH:1][NH:2][C:3]([c:4]1[cH:5][cH:6][c:7]([O:10][CH2:11][CH2:12][CH2:13][CH2:14][CH2:15][O:16][c:17]2[cH:18][cH:19][c:20](-[c:23]3[n:24][c:25]([CH3:31])[s:26][c:27]3[CH:28]([CH3:29])[CH3:30])[cH:21][cH:22]2)[cH:8][cH:9]1)=[NH:32]. Starting materials: CO, C#CC(C)(C)Oc1cccc(C(=O)OC)c1, Cl, C1CCOC1, O. Product: C#CC(C)(C)Oc1cccc(C(=O)O)c1. RXN SMILES: [CH3:17][OH:18].[CH3:1][C:2]([C:3]#[CH:4])([CH3:5])[O:6][c:7]1[cH:8][c:9]([C:10](=[O:11])[O:12][CH3:13])[cH:14][cH:15][cH:16]1.[ClH:20].[O:21]1[CH2:22][CH2:23][CH2:24][CH2:25]1.[OH2:19]>>[CH3:1][C:2]([C:3]#[CH:4])([CH3:5])[O:6][c:7]1[cH:8][c:9]([C:10](=[O:11])[OH:12])[cH:14][cH:15][cH:16]1.